Dataset: the Open Reaction Database (ORD), a public repository of structured organic reaction records. Task: describe an organic reaction: reactants, conditions, products, and yield Reactants: [N+](=O)([O-])C=1N(C=CN1)CC#C (2-nitro-1-(prop-2-ynyl)-1H-imidazole), C(C)(=O)OC(CN=[N+]=[N-])COS(=O)(=O)C1=CC=C(C)C=C1 (1-azido-3-(tosyloxy)propan-2-yl acetate), CCN(C(C)C)C(C)C (DIPEA). The reagents and catalysts are [Cu]I (CuI). Run in C1CCOC1 (THF). Run at time 8 hour. The product is C(C)(=O)OC(CN1N=NC(=C1)CN1C(=NC=C1)[N+](=O)[O-])COS(=O)(=O)C1=CC=C(C)C=C1 (1-(4-((2-nitro-1H-imidazol-1-yl)methyl)-1H-1,2,3-triazol-1-yl)-3-(tosyloxy)propan-2-yl acetate). Isolated yield 81.6%. As a reaction SMILES: [N+:1]([C:4]1[N:5]([CH2:9][C:10]#[CH:11])[CH:6]=[CH:7][N:8]=1)([O-:3])=[O:2].[C:12]([O:15][CH:16]([CH2:21][O:22][S:23]([C:26]1[CH:32]=[CH:31][C:29]([CH3:30])=[CH:28][CH:27]=1)(=[O:25])=[O:24])[CH2:17][N:18]=[N+:19]=[N-:20])(=[O:14])[CH3:13].CCN(C(C)C)C(C)C>C1COCC1.[Cu]I>[C:12]([O:15][CH:16]([CH2:21][O:22][S:23]([C:26]1[CH:32]=[CH:31][C:29]([CH3:30])=[CH:28][CH:27]=1)(=[O:25])=[O:24])[CH2:17][N:18]1[CH:11]=[C:10]([CH2:9][N:5]2[CH:6]=[CH:7][N:8]=[C:4]2[N+:1]([O-:3])=[O:2])[N:20]=[N:19]1)(=[O:14])[CH3:13]. Procedure: To a solution of 2-nitro-1-(prop-2-ynyl)-1H-imidazole (0.2 gm, 1.32 mmol) and 1-azido-3-(tosyloxy)propan-2-yl acetate (0.41 gm, 1.32 mmol) in THF (2.5 mL), was treated with CuI (0.025 gm, 0.132 mmol) and DIPEA (0.3 mL, 1.46 mmol) at room temperature. After stirring the reaction mixture for overnight, silica was added, solvent evaporated under reduced pressure and purified by chromatography on silica gel (MeOH/CH2Cl2, 1/10) to give the 1-(4-((2-nitro-1H-imidazol-1-yl)methyl)-1H-1,2,3-triazol-1-yl... The reactants are C(C)OC(CN1C(C(C2=CC=CC=C12)(NC(=O)NC1=CC=C(C=C1)C)CC(=O)O)=O)OCC ((+)-1-(2,2-diethoxyethyl)-3-hydroxycarbonylmethyl-3-(N'-(4-methylphenyl)ureido)indolin-2-one), Cl.C(C)N=C=NCCCN(C)C (1-ethyl-3-(3-dimethylaminopropyl)carbodiimide hydrochloride), BrC1=CC=C(CO)C=C1 (4-bromobenzyl alcohol). The reagents and catalysts are CN(C1=CC=NC=C1)C (4-dimethylaminopyridine). Solvent: CS(=O)C (dimethyl sulfoxide). Conditions: time 18 hour. The product is BrC1=CC=C(COC(=O)CC2(C(N(C3=CC=CC=C23)CC(OCC)OCC)=O)NC(=O)NC2=CC=C(C=C2)C)C=C1 ((+)-3-(p-Bromobenzyloxy)carbonylmethyl-1-(2,2-diethoxyethyl)-3-(N'-(4-methylphenyl)ureido)indolin-2-one). Yield: 47.5%. Reaction SMILES: [CH2:1]([O:3][CH:4]([O:31][CH2:32][CH3:33])[CH2:5][N:6]1[C:14]2[C:9](=[CH:10][CH:11]=[CH:12][CH:13]=2)[C:8]([CH2:26][C:27]([OH:29])=[O:28])([NH:15][C:16]([NH:18][C:19]2[CH:24]=[CH:23][C:22]([CH3:25])=[CH:21][CH:20]=2)=[O:17])[C:7]1=[O:30])[CH3:2].Cl.C(N=C=NCCCN(C)C)C.[Br:46][C:47]1[CH:54]=[CH:53][C:50]([CH2:51]O)=[CH:49][CH:48]=1>CS(C)=O.CN(C)C1C=CN=CC=1>[Br:46][C:47]1[CH:54]=[CH:53][C:50]([CH2:51][O:28][C:27]([CH2:26][C:8]2([NH:15][C:16]([NH:18][C:19]3[CH:20]=[CH:21][C:22]([CH3:25])=[CH:23][CH:24]=3)=[O:17])[C:9]3[C:14](=[CH:13][CH:12]=[CH:11][CH:10]=3)[N:6]([CH2:5][CH:4]([O:3][CH2:1][CH3:2])[O:31][CH2:32][CH3:33])[C:7]2=[O:30])=[O:29])=[CH:49][CH:48]=1 |f:1.2|. Procedure details: In 10 ml of dimethyl sulfoxide was dissolved 0.336 g of (+)-1-(2,2-diethoxyethyl)-3-hydroxycarbonylmethyl-3-(N'-(4-methylphenyl)ureido)indolin-2-one. To the solution were added successively 0.108 g of 4-dimethylaminopyridine, 0.170 g of 1-ethyl-3-(3-dimethylaminopropyl)carbodiimide hydrochloride and 0.166 g of 4-bromobenzyl alcohol. The resulting mixture was stirred for 18 hours, followed by concentration. The concentrate was diluted with ethyl ether, washed successively with dilute hydrochloric... Starting materials: CCCCCCCCCCN1C(=O)C2CC2(c2ccc([N+](=O)[O-])cc2)C1=O, CCO. Product: CCCCCCCCCCN1C(=O)C2CC2(c2ccc(N)cc2)C1=O. Reaction SMILES: [CH2:1]([CH2:2][CH2:3][CH2:4][CH2:5][CH2:6][CH2:7][CH2:8][CH2:9][CH3:10])[N:11]1[C:12](=[O:27])[C:13]2([c:18]3[cH:19][cH:20][c:21]([N+:24]([O-:25])=[O:26])[cH:22][cH:23]3)[CH2:14][CH:15]2[C:16]1=[O:17].[CH3:28][CH2:29][OH:30]>>[CH2:1]([CH2:2][CH2:3][CH2:4][CH2:5][CH2:6][CH2:7][CH2:8][CH2:9][CH3:10])[N:11]1[C:12](=[O:27])[C:13]2([c:18]3[cH:19][cH:20][c:21]([NH2:24])[cH:22][cH:23]3)[CH2:14][CH:15]2[C:16]1=[O:17]. Starting materials: N (ammonia), C[C@@]12[C@H](CC([C@H]2C1)=O)C(=O)OCC ((1R,2S,5S)-ethyl 1-methyl-4-oxobicyclo[3.1.0]hexane-2-carboxylate), C[C@]12[C@@H](CC([C@@H]2C1)=O)C(=O)OCC ((1S,2R,5R)-ethyl 1-methyl-4-oxobicyclo[3.1.0]hexane-2-carboxylate), [BH4-].[Na+] (Sodium borohydride), [NH4+].[OH-] (NH4OH). Reagents/catalysts: CC([O-])C.[Ti+4].CC([O-])C.CC([O-])C.CC([O-])C (titanium(IV) isopropoxide). Conditions: time 8 hour. The product is N[C@@H]1C[C@@H]([C@@]2(C[C@H]12)C)C(=O)OCC ((1R,2S,4R,5S)-ethyl 4-amino-1-methylbicyclo[3.1.0]hexane-2-carboxylate), N[C@H]1C[C@H]([C@]2(C[C@@H]12)C)C(=O)OCC ((1S,2R,4S,5R)-ethyl 4-amino-1-methylbicyclo[3.1.0]hexane-2-carboxylate). Isolated yield 69.0%. As a reaction SMILES: [CH3:1][C@@:2]12[CH2:7][C@@H:6]1[C:5](=O)[CH2:4][C@@H:3]2[C:9]([O:11][CH2:12][CH3:13])=[O:10].[CH3:14][C@:15]12[CH2:20][C@H:19]1[C:18](=O)[CH2:17][C@H:16]2[C:22]([O:24][CH2:25][CH3:26])=[O:23].[NH3:27].[BH4-].[Na+].[NH4+].[OH-]>CC(C)[O-].[Ti+4].CC(C)[O-].CC(C)[O-].CC(C)[O-]>[NH2:27][C@H:5]1[C@@H:6]2[C@@:2]([CH3:1])([CH2:7]2)[C@@H:3]([C:9]([O:11][CH2:12][CH3:13])=[O:10])[CH2:4]1.[NH2:27][C@@H:18]1[C@H:19]2[C@:15]([CH3:14])([CH2:20]2)[C@H:16]([C:22]([O:24][CH2:25][CH3:26])=[O:23])[CH2:17]1 |f:3.4,5.6,7.8.9.10.11|. Reported procedure: To a vial containing (1R,2S,5S)-ethyl 1-methyl-4-oxobicyclo[3.1.0]hexane-2-carboxylate and (1S,2R,5R)-ethyl 1-methyl-4-oxobicyclo[3.1.0]hexane-2-carboxylate (0.305 g, 1.67 mmol) was added a solution of ammonia (2 Nin EtOH) followed by titanium(IV) isopropoxide (0.54 mL, 1.8 mmol). The vial was capped and the reaction was stirred at room temperature overnight. Sodium borohydride (0.095 g, 2.5 mmol) was added and reaction mixture was stirred for about 5 h. Concentrated NH4OH (5 mL) was added and t... Reactants: ClC1=C(C(=CC=C1F)Cl)[C@@H](C)OC=1C(=NC=CC1)[N+](=O)[O-] (3-[(1R)-1-(2,6-dichloro-3-fluorophenyl)ethoxy]-2-nitropyridine). The solvent is CCO (EtOH), Cl (HCl). Procedure: Iron (365 mg) was added to a stirred solution of 3-[(1R)-1-(2,6-dichloro-3-fluorophenyl)ethoxy]-2-nitropyridine (321 mg, 0.97 mmol) in a mixture of EtOH (2 mL) and 2M HCl (0.2 mL) at 0° C. The resulting solution was heated to 85° C. for 2 h. Celite (0.5 g) was added to the cooled reaction mixture. This mixture was filtered over a bed of celite and evaporated to give the title compound as a dark oil. MS (APCI) (M+H)+ 301. Yields the product ClC1=C(C(=CC=C1F)Cl)[C@@H](C)OC=1C(=NC=CC1)N (3-[(1R)-1-(2,6-dichloro-3-fluorophenyl)ethoxy]pyridin-2-amine). Reaction SMILES: [Cl:1][C:2]1[C:7]([F:8])=[CH:6][CH:5]=[C:4]([Cl:9])[C:3]=1[C@H:10]([O:12][C:13]1[C:14]([N+:19]([O-])=O)=[N:15][CH:16]=[CH:17][CH:18]=1)[CH3:11]>CCO.Cl.[Fe]>[Cl:1][C:2]1[C:7]([F:8])=[CH:6][CH:5]=[C:4]([Cl:9])[C:3]=1[C@H:10]([O:12][C:13]1[C:14]([NH2:19])=[N:15][CH:16]=[CH:17][CH:18]=1)[CH3:11]. The reagents and catalysts are [Fe] (Iron). Reaction conditions: temperature 85 celsius.